This data is from the Open Reaction Database (ORD), a public repository of structured organic reaction records. The task is: describe an organic reaction: reactants, conditions, products, and yield The product is C(C)(C)(C)OC(=O)N1C[C@H]([C@@H]([C@H](C1)OCC1=CC2=CC=CC=C2C(=C1)OC)C1=CC=C(C=C1)OCCCOCC1=C(C=CC(=C1)F)OC)OC[C@@H]1OC(OC1)(C)C ((3S,4R,5R)-3-[(4S)-2,2-dimethyl-[1,3]dioxolan-4-ylmethoxy]-4-[4-[3-(5-fluoro-2-methoxy-benzyloxy)-propoxy]-phenyl]-5-(4-methoxy-naphthalen-2-ylmethoxy)-piperidine-1-carboxylic acid tert-butyl ester). Reactants: example 1 ( e ), example 11 ( α ), C(C)(C)(C)OC(=O)N1C[C@H]([C@@H]([C@H](C1)OCC1=CC2=CC=CC=C2C(=C1)OC)C1=CC=C(C=C1)O)OC[C@@H]1OC(OC1)(C)C ((3S,4R,5R)-3-[(4S)-2,2-dimethyl-[1,3]dioxolan-4-ylmethoxy]-4-(4-hydroxy-phenyl)-5-(4-methoxy-naphthalen-2-ylmethoxy)-piperidine-1-carboxylic acid tert-butyl ester), ClCCCOCC1=C(C=CC(=C1)F)OC (2-(3-chloro-propoxymethyl)-4-fluoro-1-methoxy-benzene). Procedure details: In analogy to the procedure described in example 1 (e) the (3S,4R,5R)-3-[(4S)-2,2-dimethyl-[1,3]dioxolan-4-ylmethoxy]-4-(4-hydroxy-phenyl)-5-(4-methoxy-naphthalen-2-ylmethoxy)-piperidine-1-carboxylic acid tert-butyl ester was treated with the 2-(3-chloro-propoxymethyl)-4-fluoro-1-methoxy-benzene [example 11 (α)] to yield the (3S,4R,5R)-3-[(4S)-2,2-dimethyl-[1,3]dioxolan-4-ylmethoxy]-4-[4-[3-(5-fluoro-2-methoxy-benzyloxy)-propoxy]-phenyl]-5-(4-methoxy-naphthalen-2-ylmethoxy)-piperidine-1-carboxyl... RXN SMILES: [C:1]([O:5][C:6]([N:8]1[CH2:13][C@H:12]([O:14][CH2:15][C:16]2[CH:25]=[C:24]([O:26][CH3:27])[C:23]3[C:18](=[CH:19][CH:20]=[CH:21][CH:22]=3)[CH:17]=2)[C@@H:11]([C:28]2[CH:33]=[CH:32][C:31]([OH:34])=[CH:30][CH:29]=2)[C@H:10]([O:35][CH2:36][C@H:37]2[CH2:41][O:40][C:39]([CH3:43])([CH3:42])[O:38]2)[CH2:9]1)=[O:7])([CH3:4])([CH3:3])[CH3:2].Cl[CH2:45][CH2:46][CH2:47][O:48][CH2:49][C:50]1[CH:55]=[C:54]([F:56])[CH:53]=[CH:52][C:51]=1[O:57][CH3:58]>>[C:1]([O:5][C:6]([N:8]1[CH2:13][C@H:12]([O:14][CH2:15][C:16]2[CH:25]=[C:24]([O:26][CH3:27])[C:23]3[C:18](=[CH:19][CH:20]=[CH:21][CH:22]=3)[CH:17]=2)[C@@H:11]([C:28]2[CH:29]=[CH:30][C:31]([O:34][CH2:45][CH2:46][CH2:47][O:48][CH2:49][C:50]3[CH:55]=[C:54]([F:56])[CH:53]=[CH:52][C:51]=3[O:57][CH3:58])=[CH:32][CH:33]=2)[C@H:10]([O:35][CH2:36][C@H:37]2[CH2:41][O:40][C:39]([CH3:43])([CH3:42])[O:38]2)[CH2:9]1)=[O:7])([CH3:4])([CH3:2])[CH3:3]. Starting materials: BrC=1C=C(C=CC1)O (3-bromophenol), BrCC(=O)OCC (ethyl bromoacetate), C([O-])([O-])=O.[K+].[K+] (potassium carbonate). Solvent: CN(C=O)C (dimethylformamide). Reaction conditions: time 3.5 hour. The product is BrC=1C=C(OCC(=O)OCC)C=CC1 (ethyl 3-bromophenoxyacetate). As a reaction SMILES: [Br:1][C:2]1[CH:3]=[C:4]([OH:8])[CH:5]=[CH:6][CH:7]=1.Br[CH2:10][C:11]([O:13][CH2:14][CH3:15])=[O:12].C(=O)([O-])[O-].[K+].[K+]>CN(C)C=O>[Br:1][C:2]1[CH:3]=[C:4]([CH:5]=[CH:6][CH:7]=1)[O:8][CH2:10][C:11]([O:13][CH2:14][CH3:15])=[O:12] |f:2.3.4|. Procedure details: 0.5 g of 3-bromophenol and 0.33 ml of ethyl bromoacetate were dissolved in 4 ml of dimethylformamide, and 0.4 g of potassium carbonate was added. The mixture was stirred at 65°-70° C. for 3.5 hours. The solvent was evaporated, and the residue was worked up in a customary manner to give 0.6 g of ethyl 3-bromophenoxyacetate as a colorless oil. Reactants: [H-].[Na+] (Sodium hydride), CC1=NN=C2N1C1=C(C=C2)NC(=C1)C (1,7-dimethyl-6H-pyrrolo[2,3-e][1,2,4]triazolo[4,3-a]pyridine), ClCC1=CC(=CC=C1)[N+](=O)[O-] (1-(chloromethyl)-3-nitro-benzene). The solvent is CN(C)C=O (DMF). Conditions: time 10 minute. The product is CC1=NN=C2N1C1=C(C=C2)N(C(=C1)C)CC1=CC(=CC=C1)[N+](=O)[O-] (1,7-dimethyl-6-(3-nitrobenzyl)-6H-pyrrolo[2,3-e][1,2,4]triazolo[4,3-a]pyridine). RXN SMILES: [H-].[Na+].[CH3:3][C:4]1[N:8]2[C:9]3[CH:15]=[C:14]([CH3:16])[NH:13][C:10]=3[CH:11]=[CH:12][C:7]2=[N:6][N:5]=1.Cl[CH2:18][C:19]1[CH:24]=[CH:23][CH:22]=[C:21]([N+:25]([O-:27])=[O:26])[CH:20]=1>CN(C=O)C>[CH3:3][C:4]1[N:8]2[C:9]3[CH:15]=[C:14]([CH3:16])[N:13]([CH2:18][C:19]4[CH:24]=[CH:23][CH:22]=[C:21]([N+:25]([O-:27])=[O:26])[CH:20]=4)[C:10]=3[CH:11]=[CH:12][C:7]2=[N:6][N:5]=1 |f:0.1|. Procedure: Sodium hydride (0.011 g, 0.27 mmol, 60% in mineral oil) was added to a solution of 1,7-dimethyl-6H-pyrrolo[2,3-e][1,2,4]triazolo[4,3-a]pyridine (50.0 mg, 0.268 mmol, from Example 2, Step 5) in DMF (6 mL). After stirring for 10 minutes, 1-(chloromethyl)-3-nitro-benzene, (0.058 g, 0.34 mmol, Aldrich) was added. After stirring for 45 minutes, the reaction was quenched by the addition of water and the mixture was diluted with MeCN, filtered and purified via preparative HPLC-MS to afford product as a... The reactants are S(=O)(Cl)Cl (Thionyl chloride), FC1=C(C(=O)O)C=C(C=C1F)C(F)(F)F (2,3-difluoro-5-(trifluoromethyl) benzoic acid), CN(C=O)C (dimethylformamide), ice. Conditions: temperature 75 celsius. The product is FC1=C(C(=O)N)C=C(C=C1F)C(F)(F)F (2,3-difluoro-5-(trifluoromethyl)benzamide). Yield: 86.0%. As a reaction SMILES: S(Cl)(Cl)=O.[F:5][C:6]1[C:14]([F:15])=[CH:13][C:12]([C:16]([F:19])([F:18])[F:17])=[CH:11][C:7]=1[C:8](O)=[O:9].C[N:21](C)C=O>>[F:5][C:6]1[C:14]([F:15])=[CH:13][C:12]([C:16]([F:19])([F:18])[F:17])=[CH:11][C:7]=1[C:8]([NH2:21])=[O:9]. Procedure: Thionyl chloride, 6.0 g (50 mmol) was added to a solution of 3.50 g (15 mmol) 2,3-difluoro-5-(trifluoromethyl) benzoic acid in 10 mL dimethylformamide. The reaction mixture was heated to 75° C. for 2 hours, cooled to room temperature and carefully added to 25 mL of ice cold ammonium hydroxide. The mixture was cooled to 0° C. and the solid product filtered, washed with water and dried to yield 3.00 g (86%) of 2,3-difluoro-5-(trifluoromethyl)benzamide m.p. 128°-130° C. Reactants: Exo-N-(8-aza-bicyclo[3.2.1]oct-3-yl)-5-fluoro-2-(4-fluoro-phenoxy)-nicotinamide, Cl.CN(CCCN=C=NCC)C (3-dimethylaminopropyl-3-ethylcarbodiimide hydrochloride), OC1=CC=C(C=C1)CC(=O)O (4-hydroxyphenylacetic acid), O.ON1N=NC2=C1C=CC=C2 (1-hydroxybenzotriazole hydrate), CN1CCOCC1 (4-methylmorpholine). Run in ClCCl (dichloromethane), O (water). Run at time 18 hour. Product: C(C1=CN=CC=C1)(=O)N (nicotinamide). Yield: 257.1%. Reaction SMILES: Cl.C[N:3](C)[CH2:4][CH2:5][CH2:6][N:7]=[C:8]=NCC.O[C:14]1C=CC(CC(O)=O)=C[CH:15]=1.O.[OH:25]N1C2C=CC=CC=2N=N1.CN1CCOCC1>ClCCl.O>[C:4]([NH2:3])(=[O:25])[C:5]1[CH:15]=[CH:14][CH:8]=[N:7][CH:6]=1 |f:0.1,3.4|. Reported procedure: Exo-N-(8-aza-bicyclo[3.2.1]oct-3-yl)-5-fluoro-2-(4-fluoro-phenoxy)-nicotinamide (310 mg, 0.86 mmol, see Preparation 35) was added to 1-(3-dimethylaminopropyl-3-ethylcarbodiimide hydrochloride (185 mg, 0.95 mmol), 4-hydroxyphenylacetic acid (134 mg, 0.86 mmol) and 1-hydroxybenzotriazole hydrate (128 mg, 0.95 mmol) in dichloromethane (5 ml) containing 4-methylmorpholine (104 μl, 0.95 mmol) and the mixture was stirred at room temperature for 18 hours. The reaction mixture was diluted with water and... The reactants are C1CCOC1, COC(=O)CCCc1ccccc1N(C)C(=O)c1ccc(Cl)c(Br)c1, Cl, [Li+], [OH-]. The product is CN(C(=O)c1ccc(Cl)c(Br)c1)c1ccccc1CCCC(=O)O. RXN SMILES: [CH2:27]1[O:28][CH2:29][CH2:30][CH2:31]1.[CH3:1][O:2][C:3]([CH2:4][CH2:5][CH2:6][c:7]1[c:8]([N:13]([CH3:14])[C:15]([c:16]2[cH:17][c:18]([Br:23])[c:19]([Cl:22])[cH:20][cH:21]2)=[O:24])[cH:9][cH:10][cH:11][cH:12]1)=[O:25].[ClH:26].[Li+:33].[OH-:32]>>[O:2]=[C:3]([CH2:4][CH2:5][CH2:6][c:7]1[c:8]([N:13]([CH3:14])[C:15]([c:16]2[cH:17][c:18]([Br:23])[c:19]([Cl:22])[cH:20][cH:21]2)=[O:24])[cH:9][cH:10][cH:11][cH:12]1)[OH:25].